This data is from the Open Reaction Database (ORD), a public repository of structured organic reaction records. The task is: describe an organic reaction: reactants, conditions, products, and yield Reactants: C(C1=CC=CC=C1)N1C(N([C@@H](C1)C(=O)OC(C)(C)C)C([C@@H](CSC(C1=CC=CC=C1)=O)C)=O)=O (tert.-butyl (4S)-1-benzyl-3-[(2S)-3-benzoylthio-2-methylpropionyl]-2-oxo-imidazolidine-4-carboxylate). Run in FC(C(=O)O)(F)F (trifluoroacetic acid). Yields the product C(C1=CC=CC=C1)N1C(N([C@@H](C1)C(=O)O)C([C@@H](CSC(C1=CC=CC=C1)=O)C)=O)=O ((4S)-1-benzyl-3-[(2S)-3-benzoylthio-2-methylpropionyl]-2-oxo-imidazolidine-4-carboxylic acid). The yield is 90.9%. Reaction SMILES: [CH2:1]([N:8]1[CH2:12][C@@H:11]([C:13]([O:15]C(C)(C)C)=[O:14])[N:10]([C:20](=[O:33])[C@H:21]([CH3:32])[CH2:22][S:23][C:24](=[O:31])[C:25]2[CH:30]=[CH:29][CH:28]=[CH:27][CH:26]=2)[C:9]1=[O:34])[C:2]1[CH:7]=[CH:6][CH:5]=[CH:4][CH:3]=1>FC(F)(F)C(O)=O>[CH2:1]([N:8]1[CH2:12][C@@H:11]([C:13]([OH:15])=[O:14])[N:10]([C:20](=[O:33])[C@H:21]([CH3:32])[CH2:22][S:23][C:24](=[O:31])[C:25]2[CH:30]=[CH:29][CH:28]=[CH:27][CH:26]=2)[C:9]1=[O:34])[C:2]1[CH:7]=[CH:6][CH:5]=[CH:4][CH:3]=1. Procedure: 30 g of tert.-butyl (4S)-1-benzyl-3-[(2S)-3-benzoylthio-2-methylpropionyl]-2-oxo-imidazolidine-4-carboxylate and 120 ml of trifluoroacetic acid are treated in the same manner as described in Example 2-(3). 24.1 g of (4S)-1-benzyl-3-[(2S)-3-benzoylthio-2-methylpropionyl]-2-oxo-imidazolidine-4-carboxylic acid are obtained as colorless crystals. Yield: 90.9% The physico-chemical properties of this product are identical with those of the sample obtained in Example 8-(4). The reactants are CCCC[Sn](Cl)(CCCC)CCCC, C1CCOC1, CC(C)[Mg+], Ic1cn(CC2CC2)cn1, [Cl-]. The product is CCCC[Sn](CCCC)(CCCC)c1cn(CC2CC2)cn1. As a reaction SMILES: [CH2:16]([CH2:17][CH2:18][CH3:19])[Sn:20]([Cl:21])([CH2:22][CH2:23][CH2:24][CH3:25])[CH2:26][CH2:27][CH2:28][CH3:29].[CH2:30]1[O:31][CH2:32][CH2:33][CH2:34]1.[CH:12]([Mg+:13])([CH3:14])[CH3:15].[CH:1]1([CH2:4][n:5]2[cH:6][n:7][c:8]([I:10])[cH:9]2)[CH2:2][CH2:3]1.[Cl-:11]>>[CH:1]1([CH2:4][n:5]2[cH:6][n:7][c:8]([Sn:20]([CH2:16][CH2:17][CH2:18][CH3:19])([CH2:22][CH2:23][CH2:24][CH3:25])[CH2:26][CH2:27][CH2:28][CH3:29])[cH:9]2)[CH2:2][CH2:3]1. Reactants: ClC=1C=C(C=CC1OCCCCCCCCCCCCCC)CC(=O)O (3-Chloro-4-(tetradecyloxy)benzeneacetic acid), CN(C=O)C (dimethylformamide), C(C(=O)Cl)(=O)Cl (oxalyl chloride). Run in C(Cl)Cl (methylene chloride). Reaction conditions: time 69 hour. The product is ClC=1C=C(C=CC1OCCCCCCCCCCCCCC)CC(=O)Cl (3-Chloro-4-(tetradecyloxy)benzeneacetyl chloride). Reaction SMILES: [Cl:1][C:2]1[CH:3]=[C:4]([CH2:23][C:24]([OH:26])=O)[CH:5]=[CH:6][C:7]=1[O:8][CH2:9][CH2:10][CH2:11][CH2:12][CH2:13][CH2:14][CH2:15][CH2:16][CH2:17][CH2:18][CH2:19][CH2:20][CH2:21][CH3:22].CN(C)C=O.C(Cl)(=O)C([Cl:35])=O>C(Cl)Cl>[Cl:1][C:2]1[CH:3]=[C:4]([CH2:23][C:24]([Cl:35])=[O:26])[CH:5]=[CH:6][C:7]=1[O:8][CH2:9][CH2:10][CH2:11][CH2:12][CH2:13][CH2:14][CH2:15][CH2:16][CH2:17][CH2:18][CH2:19][CH2:20][CH2:21][CH3:22]. Procedure: To a mixture of 10 g of product from Example 64, 0.095 g of dimethylformamide and 150 ml of methylene chloride is added, dropwise, 3.42 ml of oxalyl chloride. The reaction is stirred at room temperature for 69 hours and then concentrated in vacuo. The residue is dissolved in diethyl ether, filtered and concentrated in vacuo to give 10.5 g of the desired product as a yellow oil.